From a dataset of the Open Reaction Database (ORD), a public repository of structured organic reaction records. describe an organic reaction: reactants, conditions, products, and yield The reactants are BrC1=CC=C(S1)C1=NC(=NC=C1C)SC (4-(5-Bromothiophen-2-yl)-5-methyl-2-(methylthio)pyrimidine), CC(=O)C (acetone), OOS(=O)[O-].[K+] (oxone). The solvent is O (water). Reaction conditions: time 8 hour. Product: BrC1=CC=C(S1)C1=NC(=NC=C1C)S(=O)(=O)C (4-(5-Bromothiophen-2-yl)-5-methyl-2-(methylsulfonyl)pyrimidine). Reaction SMILES: [Br:1][C:2]1[S:6][C:5]([C:7]2[C:12]([CH3:13])=[CH:11][N:10]=[C:9](SC)[N:8]=2)=[CH:4][CH:3]=1.O[O:17][S:18]([O-:20])=O.[K+].[CH3:22]C(C)=O>O>[Br:1][C:2]1[S:6][C:5]([C:7]2[C:12]([CH3:13])=[CH:11][N:10]=[C:9]([S:18]([CH3:22])(=[O:20])=[O:17])[N:8]=2)=[CH:4][CH:3]=1 |f:1.2|. Reported procedure: 4-(5-Bromothiophen-2-yl)-5-methyl-2-(methylthio)pyrimidine (2.5 g, 3.3 mmol) dissolved in acetone (50 mL) was treated, via slow addition, with a solution of oxone (15.3 g, 24 mmol) in water (50 mL). The reaction was allowed to stir overnight at ambient temperature. The white precipitate that formed during the course of the reaction was collected by filtration and washed several times with water and then dried in a vacuum oven at 60° C. Yield=2.3 g. MS (M+H)+ 334. The reactants are C1(CCCCC1)N(C(=O)NC=1SC(=CN1)SC#N)C1CCCCC1 (1,1-dicyclohexyl-3-(5-thiocyanato-thiazol-2-yl)-urea), SC[C@H](O)[C@H](O)CS (dithioerythritol), ClCCC1=NN=NN1 (5-(2-chloroethyl)-1H-tetrazole). The product is C1(CCCCC1)N(C(=O)NC=1SC(=CN1)SCCC1=NN=NN1)C1CCCCC1 (1,1-Dicyclohexyl-3-{5-[2-(1H-tetrazol-5-yl)-ethylsulfanyl]-thiazol-2-yl}-urea). As a reaction SMILES: [CH:1]1([N:7]([CH:19]2[CH2:24][CH2:23][CH2:22][CH2:21][CH2:20]2)[C:8]([NH:10][C:11]2[S:12][C:13]([S:16]C#N)=[CH:14][N:15]=2)=[O:9])[CH2:6][CH2:5][CH2:4][CH2:3][CH2:2]1.SC[C@@H]([C@@H](CS)O)O.Cl[CH2:34][CH2:35][C:36]1[NH:40][N:39]=[N:38][N:37]=1>>[CH:19]1([N:7]([CH:1]2[CH2:6][CH2:5][CH2:4][CH2:3][CH2:2]2)[C:8]([NH:10][C:11]2[S:12][C:13]([S:16][CH2:34][CH2:35][C:36]3[NH:40][N:39]=[N:38][N:37]=3)=[CH:14][N:15]=2)=[O:9])[CH2:20][CH2:21][CH2:22][CH2:23][CH2:24]1. Procedure: Prepared as described in general procedure (H) using 1,1-dicyclohexyl-3-(5-thiocyanato-thiazol-2-yl)-urea, dithioerythritol and 5-(2-chloroethyl)-1H-tetrazole. Reactants: CCOC(=O)CCN(C)C(=O)c1ccc(NC(c2oc3ccc(Oc4ccc(C(F)(F)F)cn4)cc3c2C)C(C)C)cc1, [Na+], C1CCOC1, [OH-]. Product: Cc1c(C(Nc2ccc(C(=O)N(C)CCC(=O)O)cc2)C(C)C)oc2ccc(Oc3ccc(C(F)(F)F)cn3)cc12. Reaction SMILES: [CH3:1][N:2]([CH2:3][CH2:4][C:5](=[O:6])[O:7][CH2:8][CH3:9])[C:10](=[O:11])[c:12]1[cH:13][cH:14][c:15]([NH:18][CH:19]([CH:20]([CH3:21])[CH3:22])[c:23]2[o:24][c:25]3[c:26]([c:27]2[CH3:28])[cH:29][c:30]([O:33][c:34]2[n:35][cH:36][c:37]([C:40]([F:41])([F:42])[F:43])[cH:38][cH:39]2)[cH:31][cH:32]3)[cH:16][cH:17]1.[Na+:45].[O:46]1[CH2:47][CH2:48][CH2:49][CH2:50]1.[OH-:44]>>[CH3:1][N:2]([CH2:3][CH2:4][C:5](=[O:6])[OH:7])[C:10](=[O:11])[c:12]1[cH:13][cH:14][c:15]([NH:18][CH:19]([CH:20]([CH3:21])[CH3:22])[c:23]2[o:24][c:25]3[c:26]([c:27]2[CH3:28])[cH:29][c:30]([O:33][c:34]2[n:35][cH:36][c:37]([C:40]([F:41])([F:42])[F:43])[cH:38][cH:39]2)[cH:31][cH:32]3)[cH:16][cH:17]1. Reactants: C(C1=CC=CC=C1)OC(C1(CCN(CC1)C(=O)OC(C)(C)C)CC1=C(C=CC=C1)C)=O (4-(2-methylbenzyl) N-t-butoxycarbonyl isonipecotic acid benzyl ester), C(C)(=O)O (acetic acid). The reagents and catalysts are [Pd] (Palladium on charcoal). The solvent is CO (methanol). Product: C(C)(C)(C)OC(=O)N1CCC(C(=O)O)(CC1)CC1=C(C=CC=C1)C (N-t-butoxycarbonyl-4-(2-methylbenzyl) isonipecotic acid). Reaction SMILES: C([O:8][C:9](=[O:31])[C:10]1([CH2:23][C:24]2[CH:29]=[CH:28][CH:27]=[CH:26][C:25]=2[CH3:30])[CH2:15][CH2:14][N:13]([C:16]([O:18][C:19]([CH3:22])([CH3:21])[CH3:20])=[O:17])[CH2:12][CH2:11]1)C1C=CC=CC=1.C(O)(=O)C>[Pd].CO>[C:19]([O:18][C:16]([N:13]1[CH2:12][CH2:11][C:10]([CH2:23][C:24]2[CH:29]=[CH:28][CH:27]=[CH:26][C:25]=2[CH3:30])([C:9]([OH:31])=[O:8])[CH2:15][CH2:14]1)=[O:17])([CH3:22])([CH3:21])[CH3:20]. Reported procedure: A mixture of 4-(2-methylbenzyl) N-t-butoxycarbonyl isonipecotic acid benzyl ester (2.36 g, 5.57 mmol), 5% Palladium on charcoal catalyst (250 mg), and glacial acetic acid (3 ml) in methanol (75 ml), was hydrogenated at 51 p.s.i. overnight, in a Parr shaker. The reaction mixture was then filtered through a pad of Celite and the pad washed several times with methanol. The combined filtrates were then concentrated in vacuo to the product, a white solid. 30 mg of this material was recrystallized fro... Reactants: CC(C)(C)OC(=O)N1CCOc2cccc(Br)c2C1, C1COCCN1, CC(C)(C)[O-], [Na+], C1COCCO1, O=C(C=Cc1ccccc1)C=Cc1ccccc1, O=C(C=Cc1ccccc1)C=Cc1ccccc1, O=C(C=Cc1ccccc1)C=Cc1ccccc1, O, [Pd], [Pd]. Yields the product CC(C)(C)OC(=O)N1CCOc2cccc(N3CCOCC3)c2C1. Reaction SMILES: [Br:1][c:2]1[cH:3][cH:4][cH:5][c:6]2[c:7]1[CH2:8][N:9]([C:13](=[O:14])[O:15][C:16]([CH3:17])([CH3:18])[CH3:19])[CH2:10][CH2:11][O:12]2.[CH2:20]1[CH2:21][O:22][CH2:23][CH2:24][NH:25]1.[CH3:26][C:27]([CH3:28])([O-:29])[CH3:30].[Na+:31].[O:32]1[CH2:33][CH2:34][O:35][CH2:36][CH2:37]1.[O:40]=[C:41]([CH:42]=[CH:43][c:44]1[cH:45][cH:46][cH:47][cH:48][cH:49]1)[CH:50]=[CH:51][c:52]1[cH:53][cH:54][cH:55][cH:56][cH:57]1.[O:58]=[C:59]([CH:60]=[CH:61][c:62]1[cH:63][cH:64][cH:65][cH:66][cH:67]1)[CH:68]=[CH:69][c:70]1[cH:71][cH:72][cH:73][cH:74][cH:75]1.[O:76]=[C:77]([CH:78]=[CH:79][c:80]1[cH:81][cH:82][cH:83][cH:84][cH:85]1)[CH:86]=[CH:87][c:88]1[cH:89][cH:90][cH:91][cH:92][cH:93]1.[OH2:94].[Pd:38].[Pd:39]>>[c:2]1([N:25]2[CH2:20][CH2:21][O:22][CH2:23][CH2:24]2)[cH:3][cH:4][cH:5][c:6]2[c:7]1[CH2:8][N:9]([C:13](=[O:14])[O:15][C:16]([CH3:17])([CH3:18])[CH3:19])[CH2:10][CH2:11][O:12]2. Reactants: C(C)OC(CN1C(C(=NC=C1)NCC(C1=NC=CC=C1)(F)F)=O)=O ([3-(2,2-difluoro-2-pyridin-2-yl-ethylamino)-2-oxo-2H-pyrazin-1-yl]-acetic acid ethyl ester), ClN1C(CCC1=O)=O (N-chlorosuccinimide), C1CC(=O)N(C1=O)Cl (NCS). Run in ClCCCl (1,2-dichloroethane). Conditions: time 2.5 hour. Product: C(C)OC(CN1C(C(=NC=C1Cl)NCC(C1=NC=CC=C1)(F)F)=O)=O ([6-Chloro-3-(2,2-difluoro-2-pyridin-2-yl-ethylamino)-2-oxo-2H-pyrazin-1-yl]-acetic acid ethyl ester). Reaction SMILES: [CH2:1]([O:3][C:4](=[O:24])[CH2:5][N:6]1[CH:11]=[CH:10][N:9]=[C:8]([NH:12][CH2:13][C:14]([F:22])([F:21])[C:15]2[CH:20]=[CH:19][CH:18]=[CH:17][N:16]=2)[C:7]1=[O:23])[CH3:2].[Cl:25]N1C(=O)CCC1=O>ClCCCl>[CH2:1]([O:3][C:4](=[O:24])[CH2:5][N:6]1[C:11]([Cl:25])=[CH:10][N:9]=[C:8]([NH:12][CH2:13][C:14]([F:21])([F:22])[C:15]2[CH:20]=[CH:19][CH:18]=[CH:17][N:16]=2)[C:7]1=[O:23])[CH3:2]. Procedure: A stirred solution of 6.81 g (20.1 mmol) of [3-(2,2-difluoro-2-pyridin-2-yl-ethylamino)-2-oxo-2H-pyrazin-1-yl]-acetic acid ethyl ester and 2.42 g (18.1 mmol) of N-chlorosuccinimide in 100 mL of 1,2-dichloroethane was heated to reflux. An additional 242 mg (1.81 mmol) and 75 mg (0.56 mmol) of NCS were added to the reaction mixture after 1 h and 1.5 h, respectively. After 2.5 h total, the solution was cooled to room temperature and partitioned between dichloromethane (150 mL) and sat. aq. NaHCO3 (...